This data is from the Open Reaction Database (ORD), a public repository of structured organic reaction records. The task is: describe an organic reaction: reactants, conditions, products, and yield Starting materials: CC(CC=O)C (3-methylbutyraldehyde), C(CC(=O)C)(=O)OCC (ethyl acetoacetate), CC1(OC(CC(O1)=O)=O)C (2,2-dimethyl-1,3-dioxane-4,6-dione), C(C)(=O)[O-].[NH4+] (ammonium acetate). Run in C(C)(=O)O (acetic acid). Reaction conditions: temperature 130 celsius, time 8 hour. Yields the product C(C(C)C)C1C(=C(NC(C1)=O)C)C(=O)OCC (Ethyl 4-isobutyl-2-methyl-6-oxo-1,4,5,6-tetrahydropyridine-3-carboxylate). As a reaction SMILES: [C:1]([O:7][CH2:8][CH3:9])(=[O:6])[CH2:2][C:3]([CH3:5])=O.C[C:11]1([CH3:19])[O:16]C(=O)CC(=O)O1.[C:20]([O-])(=O)[CH3:21].[NH4+:24].[CH3:25][CH:26]([CH3:30])CC=O>C(O)(=O)C>[CH2:5]([CH:3]1[CH2:19][C:11](=[O:16])[NH:24][C:20]([CH3:21])=[C:2]1[C:1]([O:7][CH2:8][CH3:9])=[O:6])[CH:26]([CH3:30])[CH3:25] |f:2.3|. Procedure details: 6.13 g (47.1 mmol) of ethyl acetoacetate, 6.79 g (47.1 mmol) of 2,2-dimethyl-1,3-dioxane-4,6-dione and 3.99 g (51.8 mmol) of ammonium acetate were initially charged in 50 ml of acetic acid, and 5.053 ml (47.1 mmol) of 3-methylbutyraldehyde were added. The mixture was then stirred at an oil bath temperature of 130° C. overnight. After removal of the volatile components on a rotary evaporator, the residue was taken up in 100 ml of ethyl acetate and 100 ml of water were added. The aqueous phase was... The reactants are C1OC2(CC=C(CC2)C2=CC(=C(C(=C2)F)C(F)(F)F)F)OC1 (1,1-Ethylenedioxy-4-(3',5'-difluoro-4'-trifluoromethylphenyl)-3-cyclohexene), [H][H] (hydrogen). Reagents/catalysts: [Pd] (Pd/C). Solvent: C(C)O (ethanol). The product is C1OC2(CCC(CC2)C2=CC(=C(C(=C2)F)C(F)(F)F)F)OC1 (1,1-ethylenedioxy-4-(3',5'-difluoro-4'-trifluoromethylphenyl)cyclohexane). Yield: 90.2%. Reaction SMILES: [CH2:1]1[CH2:22][O:21][C:3]2([CH2:8][CH2:7][C:6]([C:9]3[CH:14]=[C:13]([F:15])[C:12]([C:16]([F:19])([F:18])[F:17])=[C:11]([F:20])[CH:10]=3)=[CH:5][CH2:4]2)[O:2]1.[H][H]>C(O)C.[Pd]>[CH2:22]1[CH2:1][O:2][C:3]2([CH2:4][CH2:5][CH:6]([C:9]3[CH:14]=[C:13]([F:15])[C:12]([C:16]([F:17])([F:18])[F:19])=[C:11]([F:20])[CH:10]=3)[CH2:7][CH2:8]2)[O:21]1. Reported procedure: 1,1-Ethylenedioxy-4-(3',5'-difluoro-4'-trifluoromethylphenyl)-3-cyclohexene (17.3 g) was dissolved in ethanol (200 ml), followed by adding Pd/C (5%) (5 g), carrying out a catalytic reduction with stirring in a hydrogen gas atmosphere, filtering off the catalyst after completion of the reaction, and distilling off the organic layer under reduced pressure, to obtain 1,1-ethylenedioxy-4-(3',5'-difluoro-4'-trifluoromethylphenyl)cyclohexane (15.7 g). The reactants are CCO, CCOc1ccc(C(=COCc2ccc(F)c(Oc3ccc(Cl)cc3)c2)C(F)(F)F)cc1, [Rh]. Product: CCOc1ccc(C(COCc2ccc(F)c(Oc3ccc(Cl)cc3)c2)C(F)(F)F)cc1. Reaction SMILES: [CH3:34][CH2:35][OH:36].[F:1][C:2]([C:3](=[CH:4][O:5][CH2:6][c:7]1[cH:8][c:9]([O:14][c:15]2[cH:16][cH:17][c:18]([Cl:21])[cH:19][cH:20]2)[c:10]([F:13])[cH:11][cH:12]1)[c:22]1[cH:23][cH:24][c:25]([O:28][CH2:29][CH3:30])[cH:26][cH:27]1)([F:31])[F:32].[Rh:33]>>[F:1][C:2]([CH:3]([CH2:4][O:5][CH2:6][c:7]1[cH:8][c:9]([O:14][c:15]2[cH:16][cH:17][c:18]([Cl:21])[cH:19][cH:20]2)[c:10]([F:13])[cH:11][cH:12]1)[c:22]1[cH:23][cH:24][c:25]([O:28][CH2:29][CH3:30])[cH:26][cH:27]1)([F:31])[F:32].